Dataset: the Open Reaction Database (ORD), a public repository of structured organic reaction records. Task: describe an organic reaction: reactants, conditions, products, and yield The reactants are BrC=1SC(=CN1)C(=O)OCC (ethyl 2-bromothiazole-5-carboxylate), CO (MeOH), [OH-].[Na+] (sodium hydroxide), Cl (HCl). Reaction conditions: time 3 hour. The product is BrC=1SC(=CN1)C(=O)O (2-Bromothiazole-5-carboxylic acid). The yield is 78.2%. As a reaction SMILES: [Br:1][C:2]1[S:3][C:4]([C:7]([O:9]CC)=[O:8])=[CH:5][N:6]=1.CO.[OH-].[Na+].Cl>>[Br:1][C:2]1[S:3][C:4]([C:7]([OH:9])=[O:8])=[CH:5][N:6]=1 |f:2.3|. Reported procedure: To a 25 mL round-bottomed flask at 0° C. was added ethyl 2-bromothiazole-5-carboxylate (0.633 mL, 4.24 mmol) (commercially available from Aldrich), MeOH (4.25 mL, 4.25 mmol), and sodium hydroxide (2.5 M, 1.88 mL, 4.23 mmol). After 3 hours, 3.5 mL 1 N HCl was added and a white precipitate formed. The MeOH was evaporated by rotary evaporation. The white solid was sonicated with water (20 mL) and filtered washing with water (50 mL). The solid material was dried in a vacuum oven at 60° C. to provide... Reactants: C1(=CC=C(C=C1)S(=O)(=O)Cl)C (p-toluenesulfonyl chloride), NCCCNCCCN (1,5,9-triazanonane). The solvent is N1=CC=CC=C1 (pyridine), N1=CC=CC=C1 (pyridine). Product: C1(=CC=C(C=C1)S(=O)(=O)NCCCN(CCCNS(=O)(=O)C1=CC=C(C=C1)C)S(=O)(=O)C1=CC=C(C=C1)C)C (1,5,9-Tris(p-toluenesulfonyl)-1,5,9-triazanonane). The yield is 58.8%. Reaction SMILES: [C:1]1([CH3:11])[CH:6]=[CH:5][C:4]([S:7](Cl)(=[O:9])=[O:8])=[CH:3][CH:2]=1.[NH2:12][CH2:13][CH2:14][CH2:15][NH:16][CH2:17][CH2:18][CH2:19][NH2:20]>N1C=CC=CC=1>[C:1]1([CH3:11])[CH:6]=[CH:5][C:4]([S:7]([NH:12][CH2:13][CH2:14][CH2:15][N:16]([S:7]([C:4]2[CH:5]=[CH:6][C:1]([CH3:11])=[CH:2][CH:3]=2)(=[O:9])=[O:8])[CH2:17][CH2:18][CH2:19][NH:20][S:7]([C:4]2[CH:5]=[CH:6][C:1]([CH3:11])=[CH:2][CH:3]=2)(=[O:9])=[O:8])(=[O:9])=[O:8])=[CH:3][CH:2]=1. Reported procedure: To a stirred solution of p-toluenesulfonyl chloride (240 g, 1.26 mole) in pyridine (600 ml) at 0° C. was added a solution of 1,5,9-triazanonane (50.0 g, 0.381 mole) in pyridine (100 ml) under a dry nitrogen atmosphere, maintaining the temperature ≤60° C. The addition required 15 minutes. The solvent was removed in vacuo and the resulting yellow oil was dissolved in ethyl acetate (1 l) and H2O (500 ml). The ethyl acetate layer was separated, washed with 0.1N HCl, H2O and saturated NaCl solution a... The reactants are C(C(=O)O)(=O)O.C(C(=O)O)(=O)O.N1(CCCC1)CC#CC1=CC=C(CC=2C3=C(SC2C2=CC=C(OCCN4CCCC4)C=C2)C=CC=C3)C=C1 (1-[2-[4-[3-[4-[3-(1-Pyrrolidinyl)-1-propynyl]benzyl]benzo[b]thiophen-2-yl]phenoxy]ethyl]pyrrolidine Dioxalate), CC(C)C[AlH]CC(C)C (DIBAL-H). Solvent: C1(=CC=CC=C1)C (toluene). Conditions: temperature 40 celsius, time 2 hour. The product is C(C(=O)O)(=O)O.C(C(=O)O)(=O)O.N1(CCCC1)C/C=C/C1=CC=C(CC=2C3=C(SC2C2=CC=C(OCCN4CCCC4)C=C2)C=CC=C3)C=C1 ((E)-1-[2-[4-[3-[4-[3-(1-Pyrrolidinyl)-1-propenyl]benzyl]benzo[b]thiophen-2-yl]phenoxy]ethyl]pyrrolidine Dioxalate). Isolated yield 439.6%. As a reaction SMILES: [C:1]([OH:6])(=[O:5])[C:2]([OH:4])=[O:3].[C:7]([OH:12])(=[O:11])[C:8]([OH:10])=[O:9].[N:13]1([CH2:18][C:19]#[C:20][C:21]2[CH:50]=[CH:49][C:24]([CH2:25][C:26]3[C:27]4[CH:48]=[CH:47][CH:46]=[CH:45][C:28]=4[S:29][C:30]=3[C:31]3[CH:44]=[CH:43][C:34]([O:35][CH2:36][CH2:37][N:38]4[CH2:42][CH2:41][CH2:40][CH2:39]4)=[CH:33][CH:32]=3)=[CH:23][CH:22]=2)[CH2:17][CH2:16][CH2:15][CH2:14]1.CC(C[AlH]CC(C)C)C>C1(C)C=CC=CC=1>[C:1]([OH:6])(=[O:5])[C:2]([OH:4])=[O:3].[C:7]([OH:12])(=[O:11])[C:8]([OH:10])=[O:9].[N:13]1([CH2:18]/[CH:19]=[CH:20]/[C:21]2[CH:22]=[CH:23][C:24]([CH2:25][C:26]3[C:27]4[CH:48]=[CH:47][CH:46]=[CH:45][C:28]=4[S:29][C:30]=3[C:31]3[CH:44]=[CH:43][C:34]([O:35][CH2:36][CH2:37][N:38]4[CH2:39][CH2:40][CH2:41][CH2:42]4)=[CH:33][CH:32]=3)=[CH:49][CH:50]=2)[CH2:17][CH2:16][CH2:15][CH2:14]1 |f:0.1.2,5.6.7|. Reported procedure: A solution of 1-[2-(4-[3-[4-[3-(1-pyrrolidinyl)-1-propynyl]benzyl]benzo[b]thiophen-2-yl]phenoxy]ethyl]pyrrolidine (Example 129, Part D; 95 mg, 0.182 mmol) in 1.5 mL of toluene was treated with DIBAL-H (455 mL, 0.455 mmol; 1 M in toluene). The resulting mixture was heated at 40° C. for 3 h. The reaction mixture was cooled to 0° C. and quenched with excess MeOH. Saturated K+Na+ tartrate solution and EtOAc (10 mL each) were added, and the biphasic mixture was vigorously stirred for 2 h. The layers ... The reactants are CCOC(C)=O, Fc1ccc(CBr)c(Cl)c1, Fc1ccc(-c2n[nH]c3c(C(F)(F)F)cccc23)cc1, CN(C)C=O. As a reaction SMILES: [CH3:31][CH2:32][O:33][C:34](=[O:35])[CH3:36].[Cl:21][c:22]1[c:23]([CH2:24][Br:25])[cH:26][cH:27][c:28]([F:30])[cH:29]1.[F:1][c:2]1[cH:3][cH:4][c:5](-[c:8]2[n:9][nH:10][c:11]3[c:12]([C:17]([F:18])([F:19])[F:20])[cH:13][cH:14][cH:15][c:16]23)[cH:6][cH:7]1.[O:37]=[CH:38][N:39]([CH3:40])[CH3:41]>>[F:1][c:2]1[cH:3][cH:4][c:5](-[c:8]2[n:9]([CH2:24][c:23]3[c:22]([Cl:21])[cH:29][c:28]([F:30])[cH:27][cH:26]3)[n:10][c:11]3[c:12]([C:17]([F:18])([F:19])[F:20])[cH:13][cH:14][cH:15][c:16]23)[cH:6][cH:7]1. Product: Fc1ccc(-c2c3cccc(C(F)(F)F)c3nn2Cc2ccc(F)cc2Cl)cc1. Starting materials: BrC1=CC(=C(S1)C=1SC=2N=C(SC2N1)C=1SC(=CC1CCCCCCCCCCCCCC)Br)CCCCCCCCCCCCCC (2,5-bis(5-bromo-3-tetradecyl-2-thienyl)-thiazolo[5,4-d]thiazole), C[Sn](C)(C)Cl (trimethyl tin chloride), C(CCC)[Li] (n-Butyl lithium), solution. The solvent is C(C)OCC (diethyl ether). Run at temperature -78 celsius, time 1 hour. Yields the product C[Sn](C1=CC(=C(S1)C=1SC=2N=C(SC2N1)C=1SC(=CC1CCCCCCCCCCCCCC)[Sn](C)(C)C)CCCCCCCCCCCCCC)(C)C (2,5-bis(5-trimethylstannyl-3-tetradecyl-2-thienyl)-thiazolo[5,4-d]thiazole). Reaction SMILES: Br[C:2]1[S:6][C:5]([C:7]2[S:8][C:9]3[N:10]=[C:11]([C:15]4[S:16][C:17](Br)=[CH:18][C:19]=4[CH2:20][CH2:21][CH2:22][CH2:23][CH2:24][CH2:25][CH2:26][CH2:27][CH2:28][CH2:29][CH2:30][CH2:31][CH2:32][CH3:33])[S:12][C:13]=3[N:14]=2)=[C:4]([CH2:35][CH2:36][CH2:37][CH2:38][CH2:39][CH2:40][CH2:41][CH2:42][CH2:43][CH2:44][CH2:45][CH2:46][CH2:47][CH3:48])[CH:3]=1.C([Li])CCC.[CH3:54][Sn:55](Cl)([CH3:57])[CH3:56]>C(OCC)C>[CH3:54][Sn:55]([CH3:57])([CH3:56])[C:2]1[S:6][C:5]([C:7]2[S:8][C:9]3[N:10]=[C:11]([C:15]4[S:16][C:17]([Sn:55]([CH3:57])([CH3:56])[CH3:54])=[CH:18][C:19]=4[CH2:20][CH2:21][CH2:22][CH2:23][CH2:24][CH2:25][CH2:26][CH2:27][CH2:28][CH2:29][CH2:30][CH2:31][CH2:32][CH3:33])[S:12][C:13]=3[N:14]=2)=[C:4]([CH2:35][CH2:36][CH2:37][CH2:38][CH2:39][CH2:40][CH2:41][CH2:42][CH2:43][CH2:44][CH2:45][CH2:46][CH2:47][CH3:48])[CH:3]=1. Procedure details: To a 100 mL Schlenk flask was placed 250 mg (0.29 mmol) of 2,5-bis(5-bromo-3-tetradecyl-2-thienyl)-thiazolo[5,4-d]thiazole. The flask was evacuated and refilled with Ar three times, 35 mL of dry THF was added to the flask. The flask was subsequently cooled to −78° C. n-Butyl lithium (0.64 mmol) was then added dropwise to the above solution. After the solution was stirred at −78° C. for 1 hour, 0.7 mL of 1.0 M solution of trimethyl tin chloride was syringed into the reaction mixture. After the so...